This data is from the Open Reaction Database (ORD), a public repository of structured organic reaction records. The task is: describe an organic reaction: reactants, conditions, products, and yield Reactants: CCOCn1c(C#N)nc2c1c(=O)n(CCCCC(C)OC(C)=O)c(=O)n2C, CC(=O)O, [H][H]. Product: CCOCn1c(CN)nc2c1c(=O)n(CCCCC(C)OC(C)=O)c(=O)n2C. RXN SMILES: [C:1]([CH3:2])(=[O:3])[O:4][CH:5]([CH2:6][CH2:7][CH2:8][CH2:9][n:10]1[c:11](=[O:12])[n:13]([CH3:27])[c:14]2[n:15][c:16]([C:25]#[N:26])[n:17]([CH2:21][O:22][CH2:23][CH3:24])[c:18]2[c:19]1=[O:20])[CH3:28].[CH3:31][C:32](=[O:33])[OH:34].[H:29][H:30]>>[C:1]([CH3:2])(=[O:3])[O:4][CH:5]([CH2:6][CH2:7][CH2:8][CH2:9][n:10]1[c:11](=[O:12])[n:13]([CH3:27])[c:14]2[n:15][c:16]([CH2:25][NH2:26])[n:17]([CH2:21][O:22][CH2:23][CH3:24])[c:18]2[c:19]1=[O:20])[CH3:28]. Starting materials: [N+](=O)([O-])C1=C(C(C(=O)O)=CC=C1)C(=O)O (3-nitrophtalic acid), C(OC)(OC)OC (trimethyl orthoformate), S(O)(O)(=O)=O (sulfuric acid). Solvent: CO (methanol). Conditions: temperature 62 celsius. The product is C(=O)(O)C1=C(C(=O)OC)C=CC=C1[N+](=O)[O-] (methyl 2-carboxy-3-nitrobenzoate). The yield is 94.7%. Reaction SMILES: [N+:1]([C:4]1[CH:12]=[CH:11][CH:10]=[C:6]([C:7]([OH:9])=[O:8])[C:5]=1[C:13]([OH:15])=[O:14])([O-:3])=[O:2].[CH:16](OC)(OC)OC.S(=O)(=O)(O)O>CO>[C:13]([C:5]1[C:4]([N+:1]([O-:3])=[O:2])=[CH:12][CH:11]=[CH:10][C:6]=1[C:7]([O:9][CH3:16])=[O:8])([OH:15])=[O:14]. Reported procedure: A mixture of 3-nitrophtalic acid [NPA] (660 kg), trimethyl orthoformate (400 kg), concentrated sulfuric acid (115 kg) and methanol (1180 kg) was stirred under reflux at 59-65° C. for about 15-20 hours. The reaction solution was cooled and concentrated under reduced pressure at not more than 40° C. The residue was cooled to not more than 30° C., to which was added water (900 L), and the solution was cooled to not more than 5° C. The precipitated crystals were centrifuged, washed with water and dr... Starting materials: COC1=NCCCC1(C)C (3,4,5,6-tetrahydro-2-methoxy-3,3-dimethylpyridine), [Cl-].[NH4+] (ammonium chloride), title material. The solvent is CO (MeOH). Product: Cl.CC1(C(NCCC1)=N)C (3,3-dimethylpiperidin-2-imine, monohydrochloride). RXN SMILES: CO[C:3]1[C:8]([CH3:10])([CH3:9])[CH2:7][CH2:6][CH2:5][N:4]=1.[Cl-:11].[NH4+:12]>CO>[ClH:11].[CH3:9][C:8]1([CH3:10])[CH2:7][CH2:6][CH2:5][NH:4][C:3]1=[NH:12] |f:1.2,4.5|. Procedure: The product of EXAMPLE 160 in MeOH is reacted with ammonium chloride by the method of EXAMPLE 27 to generate the title material.